From a dataset of the Open Reaction Database (ORD), a public repository of structured organic reaction records. describe an organic reaction: reactants, conditions, products, and yield The reactants are C1CCOC1, CCCC[N+](CCCC)(CCCC)CCCC, CCCCCC(C)(C=CC(=O)N1Cc2ccccc2Oc2ccc(Cl)cc21)O[Si](C)(C)C, [F-]. The product is CCCCCC(C)(O)C=CC(=O)N1Cc2ccccc2Oc2ccc(Cl)cc21. Reaction SMILES: [CH2:51]1[O:52][CH2:53][CH2:54][CH2:55]1.[CH3:34][CH2:35][CH2:36][CH2:37][N+:38]([CH2:39][CH2:40][CH2:41][CH3:42])([CH2:43][CH2:44][CH2:45][CH3:46])[CH2:47][CH2:48][CH2:49][CH3:50].[Cl:1][c:2]1[cH:3][c:4]2[c:5]([cH:31][cH:32]1)[O:6][c:7]1[c:8]([cH:27][cH:28][cH:29][cH:30]1)[CH2:9][N:10]2[C:11]([CH:12]=[CH:13][C:14]([CH2:15][CH2:16][CH2:17][CH2:18][CH3:19])([O:20][Si:21]([CH3:22])([CH3:23])[CH3:24])[CH3:25])=[O:26].[F-:33]>>[Cl:1][c:2]1[cH:3][c:4]2[c:5]([cH:31][cH:32]1)[O:6][c:7]1[c:8]([cH:27][cH:28][cH:29][cH:30]1)[CH2:9][N:10]2[C:11]([CH:12]=[CH:13][C:14]([CH2:15][CH2:16][CH2:17][CH2:18][CH3:19])([OH:20])[CH3:25])=[O:26]. Reactants: N#CBr (cyanogen bromide), FC(C(=O)O)(F)F.ClC1=C(C=C(N=N1)NN)C(C)C ((6-Chloro-5-isopropylpyridazin-3-yl)hydrazine trifluoroacetic acid salt), C([O-])([O-])=O.[K+].[K+] (potassium carbonate). Run in CCO (EtOH), O (water), O (water), C(C)O.O (ethanol water). Conditions: time 8 hour. The product is ClC=1C(=CC=2N(N1)C(=NN2)N)C(C)C (6-Chloro-7-isopropyl-[1,2,4]triazolo[4,3-b]pyridazin-3-ylamine). As a reaction SMILES: FC(F)(F)C(O)=O.[Cl:8][C:9]1[N:14]=[N:13][C:12]([NH:15][NH2:16])=[CH:11][C:10]=1[CH:17]([CH3:19])[CH3:18].[N:20]#[C:21]Br.C(=O)([O-])[O-].[K+].[K+]>C(O)C.O.CCO.O>[Cl:8][C:9]1[C:10]([CH:17]([CH3:19])[CH3:18])=[CH:11][C:12]2[N:13]([C:21]([NH2:20])=[N:16][N:15]=2)[N:14]=1 |f:0.1,3.4.5,6.7|. Reported procedure: (6-Chloro-5-isopropylpyridazin-3-yl)hydrazine trifluoroacetic acid salt (W3.013; 400 mg) was initially charged in ethanol/water (6/1 ml) at RT while stirring. Thereafter, cyanogen bromide (353 mg, dissolved in a mixture of 1 ml of EtOH and 0.5 ml of water) was cautiously added dropwise. After stirring for 5 hours, the mixture was left to stand overnight and stirred for a further day. After standing overnight, the solvent was drawn off and the residue was admixed with water. Once the residue had ...